From a dataset of the Open Reaction Database (ORD), a public repository of structured organic reaction records. describe an organic reaction: reactants, conditions, products, and yield The reactants are COc1ccc(P2(=S)SP(=S)(c3ccc(OC)cc3)S2)cc1, COCCCCCCCCCCCC(N)=O, C1CCOC1. Yields the product COCCCCCCCCCCCC(N)=S. Reaction SMILES: [CH3:17][O:18][c:19]1[cH:20][cH:21][c:22]([P:23]2(=[S:24])[S:25][P:27](=[S:28])([c:29]3[cH:30][cH:31][c:32]([O:33][CH3:34])[cH:35][cH:36]3)[S:26]2)[cH:37][cH:38]1.[CH3:1][O:2][CH2:3][CH2:4][CH2:5][CH2:6][CH2:7][CH2:8][CH2:9][CH2:10][CH2:11][CH2:12][CH2:13][C:14](=[O:15])[NH2:16].[O:39]1[CH2:40][CH2:41][CH2:42][CH2:43]1>>[CH3:1][O:2][CH2:3][CH2:4][CH2:5][CH2:6][CH2:7][CH2:8][CH2:9][CH2:10][CH2:11][CH2:12][CH2:13][C:14]([NH2:16])=[S:26]. The reactants are FC1=C(N)C=CC(=C1)I (2-fluoro-4-iodoaniline), FC=1C(=NC=C(C1)F)C#N (3,5-difluoropyridine-2-carbonitrile), [Li+].C[Si](C)(C)[N-][Si](C)(C)C (LiHMDS). The solvent is C(C)(=O)OCC (ethyl acetate), C1CCOC1 (THF). Run at time 12 hour. The product is FC=1C=C(C(=NC1)C#N)NC1=C(C=C(C=C1)I)F (5-Fluoro-3-(2-fluoro-4-iodo-phenylamino)-pyridine-2-carbonitrile). As a reaction SMILES: [F:1][C:2]1[CH:8]=[C:7]([I:9])[CH:6]=[CH:5][C:3]=1[NH2:4].F[C:11]1[C:12]([C:18]#[N:19])=[N:13][CH:14]=[C:15]([F:17])[CH:16]=1.[Li+].C[Si]([N-][Si](C)(C)C)(C)C>C1COCC1.C(OCC)(=O)C>[F:17][C:15]1[CH:16]=[C:11]([NH:4][C:3]2[CH:5]=[CH:6][C:7]([I:9])=[CH:8][C:2]=2[F:1])[C:12]([C:18]#[N:19])=[N:13][CH:14]=1 |f:2.3|. Reported procedure: To solution of 2-fluoro-4-iodoaniline (930.5 mg, 3.93 mmol) and 3,5-difluoropyridine-2-carbonitrile (500 mg, 3.57 mmol) in THF (8 mL) at −78° C., was added LiHMDS (6.1 ml, 7.50 mmol). The mixture was allowed to warm to room temperature and stirred for 12 h. The mixture as diluted with ethyl acetate and washed with H2O and brine. The organic layer was dried with solid Na2SO4 and was concentrated. The resulting residue was purified by flash chromatography in silica (25% ethyl acetate-hexane) to gi...